From a dataset of the Open Reaction Database (ORD), a public repository of structured organic reaction records. describe an organic reaction: reactants, conditions, products, and yield Starting materials: Cc1ccccc1, OCc1ccc2c(c1)ncn2-c1cccc(-c2ccccc2)c1, O=[Se](O)c1ccccc1. The product is O=Cc1ccc2c(c1)ncn2-c1cccc(-c2ccccc2)c1. Reaction SMILES: [CH3:33][c:34]1[cH:35][cH:36][cH:37][cH:38][cH:39]1.[c:1]1(-[c:18]2[cH:19][cH:20][cH:21][cH:22][cH:23]2)[cH:2][c:3](-[n:7]2[cH:8][n:9][c:10]3[c:11]2[cH:12][cH:13][c:14]([CH2:16][OH:17])[cH:15]3)[cH:4][cH:5][cH:6]1.[c:24]1([Se:25]([OH:26])=[O:27])[cH:28][cH:29][cH:30][cH:31][cH:32]1>>[c:1]1(-[c:18]2[cH:19][cH:20][cH:21][cH:22][cH:23]2)[cH:2][c:3](-[n:7]2[cH:8][n:9][c:10]3[c:11]2[cH:12][cH:13][c:14]([CH:16]=[O:17])[cH:15]3)[cH:4][cH:5][cH:6]1. The product is C(C1=CC=CC=C1)OC(=O)NC1=CN=C(N(C1=O)CC(=O)NC(C(C(F)(F)F)O)CC1=CC=CC=C1)C1=CC=NC=C1 (2-[5-Benzyloxycarbonylamino-6-oxo-2-(4-pyridyl)-1,6-dihydro-1-pyrimidyl]-N-(1-benzyl-3,3,3-trifluoro-2-hydroxypropyl)acetamide), C(C1=CC=CC=C1)OC(=O)NC1=CN=C(N(C1=O)CC(=O)NC(C(C(F)(F)F)=O)CC1=CC=CC=C1)C1=CC=NC=C1 (2-[5-benzyloxycarbonylamino-6-oxo-2-(4-pyridyl)-1,6-dihydro-1-pyrimidyl]-N-(1-benzyl-3,3,3-trifluoro-2-oxopropyl)-acetamide), target compound. Starting materials: C(C1=CC=CC=C1)OC(=O)NC1=CN=C(N(C1=O)CC(=O)O)C1=CC=NC=C1 ([5-benzyloxycarbonylamino-6-oxo-2-(4-pyridyl)-1,6-dihydro-1-pyrimidinyl]acetic acid), NC(C(C(F)(F)F)O)CC1=CC=CC=C1 (3-amino-1,1,1-trifluoro-4-phenyl-2-butanol), CCN=C=NCCCN(C)C.Cl (WSCI hydrochloride), C=1C=CC2=C(C1)N=NN2O (HOBT). Reaction SMILES: [CH2:1]([O:8][C:9]([NH:11][C:12]1[C:17](=[O:18])[N:16]([CH2:19][C:20](O)=[O:21])[C:15]([C:23]2[CH:28]=[CH:27][N:26]=[CH:25][CH:24]=2)=[N:14][CH:13]=1)=[O:10])[C:2]1[CH:7]=[CH:6][CH:5]=[CH:4][CH:3]=1.[NH2:29][CH:30]([CH2:37][C:38]1[CH:43]=[CH:42][CH:41]=[CH:40][CH:39]=1)[CH:31]([OH:36])[C:32]([F:35])([F:34])[F:33].CCN=C=NCCCN(C)C.Cl.C1C=CC2N(O)N=NC=2C=1>CN(C=O)C>[CH2:1]([O:8][C:9]([NH:11][C:12]1[C:17](=[O:18])[N:16]([CH2:19][C:20]([NH:29][CH:30]([CH2:37][C:38]2[CH:43]=[CH:42][CH:41]=[CH:40][CH:39]=2)[CH:31]([OH:36])[C:32]([F:33])([F:34])[F:35])=[O:21])[C:15]([C:23]2[CH:28]=[CH:27][N:26]=[CH:25][CH:24]=2)=[N:14][CH:13]=1)=[O:10])[C:2]1[CH:3]=[CH:4][CH:5]=[CH:6][CH:7]=1.[CH2:1]([O:8][C:9]([NH:11][C:12]1[C:17](=[O:18])[N:16]([CH2:19][C:20]([NH:29][CH:30]([CH2:37][C:38]2[CH:43]=[CH:42][CH:41]=[CH:40][CH:39]=2)[C:31](=[O:36])[C:32]([F:34])([F:35])[F:33])=[O:21])[C:15]([C:23]2[CH:28]=[CH:27][N:26]=[CH:25][CH:24]=2)=[N:14][CH:13]=1)=[O:10])[C:2]1[CH:3]=[CH:4][CH:5]=[CH:6][CH:7]=1 |f:2.3|. Reported procedure: 2-[5-Benzyloxycarbonylamino-6-oxo-2-(4-pyridyl)-1,6-dihydro-1-pyrimidyl]-N-(1-benzyl-3,3,3-trifluoro-2-hydroxypropyl)acetamide was synthesized in the same manner as in Example 1. That is, [5-benzyloxycarbonylamino-6-oxo-2-(4-pyridyl)-1,6-dihydro-1-pyrimidinyl]acetic acid (title compound in Reference Example 18, 2.66 g, 6.57 mmol) was treated with 3-amino-1,1,1-trifluoro-4-phenyl-2-butanol (title compound in Reference Example 1, 1.51 g, 6.89 mmol), WSCI hydrochloride (1.51 g, 7.88 mmol) and HOBT ... Isolated yield 94.0%. The solvent is CN(C)C=O (DMF).